From a dataset of the Open Reaction Database (ORD), a public repository of structured organic reaction records. describe an organic reaction: reactants, conditions, products, and yield Starting materials: COC(=O)c1ccc(-c2ccc(NC(=O)OC(C)(C)C)nc2)cc1, CCCCO, CO, [Na+], C1CCOC1, [OH-], O=C(O)CC(O)(CC(=O)O)C(=O)O. Yields the product CC(C)(C)OC(=O)Nc1ccc(-c2ccc(C(=O)O)cc2)cn1. Reaction SMILES: [C:1]([CH3:2])([CH3:3])([CH3:4])[O:5][C:6](=[O:7])[NH:8][c:9]1[n:10][cH:11][c:12](-[c:15]2[cH:16][cH:17][c:18]([C:19](=[O:20])[O:21][CH3:22])[cH:23][cH:24]2)[cH:13][cH:14]1.[CH2:45]([OH:46])[CH2:47][CH2:48][CH3:49].[CH3:50][OH:51].[Na+:31].[O:25]1[CH2:26][CH2:27][CH2:28][CH2:29]1.[OH-:30].[OH:32][C:33]([CH2:34][C:35]([C:36](=[O:37])[OH:38])([CH2:39][C:40](=[O:41])[OH:42])[OH:43])=[O:44]>>[C:1]([CH3:2])([CH3:3])([CH3:4])[O:5][C:6](=[O:7])[NH:8][c:9]1[n:10][cH:11][c:12](-[c:15]2[cH:16][cH:17][c:18]([C:19](=[O:20])[OH:21])[cH:23][cH:24]2)[cH:13][cH:14]1. The reactants are NC=1C=C(CN2N=CC=3C2=NC(=NC3C=3OC=CC3)N)C=CC1 (1-(3-aminobenzyl)-4-(2-furyl)-1H-pyrazolo[3,4-d]pyrimidine-6-amine), S1C(=CC=C1)S(=O)(=O)Cl (2-thiophenesulphonyl chloride), N1=CC=CC=C1 (pyridine), O (water). Run at time 16 hour. Yields the product NC1=NC(=C2C(=N1)N(N=C2)CC=2C=C(C=CC2)C2=C(SC=C2)S(=O)(=O)N)C=2OC=CC2 (3-(6-Amino-4-(2-furyl)-1H-pyrazolo[3,4-d]pyrimidine-1-ylmethyl)phenyl-2-thiophenesulphonamide). The yield is 22.0%. RXN SMILES: N[C:2]1[CH:3]=[C:4]([CH:21]=[CH:22][CH:23]=1)[CH2:5][N:6]1[C:10]2=[N:11][C:12]([NH2:20])=[N:13][C:14]([C:15]3[O:16][CH:17]=[CH:18][CH:19]=3)=[C:9]2[CH:8]=[N:7]1.[S:24]1[CH:28]=[CH:27][CH:26]=[C:25]1[S:29](Cl)(=[O:31])=[O:30].O.[N:34]1C=CC=CC=1>>[NH2:20][C:12]1[N:11]=[C:10]2[N:6]([CH2:5][C:4]3[CH:3]=[C:2]([C:26]4[CH:27]=[CH:28][S:24][C:25]=4[S:29]([NH2:34])(=[O:31])=[O:30])[CH:23]=[CH:22][CH:21]=3)[N:7]=[CH:8][C:9]2=[C:14]([C:15]2[O:16][CH:17]=[CH:18][CH:19]=2)[N:13]=1. Reported procedure: A solution of 1-(3-aminobenzyl)-4-(2-furyl)-1H-pyrazolo[3,4-d]pyrimidine-6-amine (153 mg, 0.5 mmol) in pyridine (2 mL) was treated with 2-thiophenesulphonyl chloride (91 mg, 0.5 mmol), stirred at room temperature for 16 h, poured into water, extracted with EtOAc, dried (MgSO4), concentrated in vacuo and purified by chromatography (MeOH:DCM, 1:99) to give the title compound (49 mg, 22%) as a cream solid.